Dataset: the Open Reaction Database (ORD), a public repository of structured organic reaction records. Task: describe an organic reaction: reactants, conditions, products, and yield Reaction SMILES: [CH3:23][CH2:24][OH:25].[CH:1](=[O:2])[c:3]1[cH:4][cH:5][cH:6][cH:7][c:8]1[OH:9].[ClH:19].[Na+:21].[OH-:20].[OH2:22].[n:10]1[cH:11][c:12]([C:16]([CH3:17])=[O:18])[cH:13][cH:14][cH:15]1>>[CH:1]([c:3]1[cH:4][cH:5][cH:6][cH:7][c:8]1[OH:9])=[CH:17][C:16]([c:12]1[cH:11][n:10][cH:15][cH:14][cH:13]1)=[O:18]. Reactants: CCO, O=Cc1ccccc1O, Cl, [Na+], [OH-], O, CC(=O)c1cccnc1. The product is O=C(C=Cc1ccccc1O)c1cccnc1. Reactants: CCOC(C)=O, COCC=Cc1cc(C(=O)NC2CC2)cc(OC)n1, [Pd]. Yields the product COCCCc1cc(C(=O)NC2CC2)cc(OC)n1. As a reaction SMILES: [CH3:20][CH2:21][O:22][C:23]([CH3:24])=[O:25].[CH:1]1([NH:4][C:5]([c:6]2[cH:7][c:8]([O:17][CH3:18])[n:9][c:10]([CH:12]=[CH:13][CH2:14][O:15][CH3:16])[cH:11]2)=[O:19])[CH2:2][CH2:3]1.[Pd:26]>>[CH:1]1([NH:4][C:5]([c:6]2[cH:7][c:8]([O:17][CH3:18])[n:9][c:10]([CH2:12][CH2:13][CH2:14][O:15][CH3:16])[cH:11]2)=[O:19])[CH2:2][CH2:3]1. Starting materials: CC(C)(C)OC(=O)N1CCC(CCN)CC1, C1COCCO1, Cc1cnc(Cl)nc1-c1cc2ccc(C(=O)N(C)C)cc2s1, CCN(C(C)C)C(C)C. The product is Cc1cnc(NCCC2CCN(C(=O)OC(C)(C)C)CC2)nc1-c1cc2ccc(C(=O)N(C)C)cc2s1. RXN SMILES: [C:23]([CH3:24])([CH3:25])([CH3:26])[O:27][C:28](=[O:29])[N:30]1[CH2:31][CH2:32][CH:33]([CH2:36][CH2:37][NH2:38])[CH2:34][CH2:35]1.[CH2:48]1[O:49][CH2:50][CH2:51][O:52][CH2:53]1.[CH3:1][N:2]([C:3](=[O:4])[c:5]1[cH:6][cH:7][c:8]2[c:9]([s:10][c:11](-[c:13]3[n:14][c:15]([Cl:20])[n:16][cH:17][c:18]3[CH3:19])[cH:12]2)[cH:21]1)[CH3:22].[CH:39]([N:40]([CH:41]([CH3:42])[CH3:43])[CH2:44][CH3:45])([CH3:46])[CH3:47]>>[CH3:1][N:2]([C:3](=[O:4])[c:5]1[cH:6][cH:7][c:8]2[c:9]([s:10][c:11](-[c:13]3[n:14][c:15]([NH:38][CH2:37][CH2:36][CH:33]4[CH2:32][CH2:31][N:30]([C:28]([O:27][C:23]([CH3:24])([CH3:25])[CH3:26])=[O:29])[CH2:35][CH2:34]4)[n:16][cH:17][c:18]3[CH3:19])[cH:12]2)[cH:21]1)[CH3:22]. The reactants are ClC=1C=CC2=C(C(=NCC=3N2C(=NN3)C)C3=NC=CC=C3)C1 (8-chloro-1-methyl-6-(pyridyl)-4H-s-triazolo[4,3-a][1,4]benzodiazepine). Solvent: C(C)(=O)Cl (acetylchloride), CCN(CC)CN(CC)CC (N,N,N',N'-tetraethyldiaminomethane), CN(C=O)C (dimethylformamide), CCN(CC)CN(CC)CC (N,N,N',N'-tetraethyldiaminomethane). The product is ClC=1C=CC2=C(C(=NCC=3N2C(=NN3)CCN(CC)CC)C3=NC=CC=C3)C1 (8-chloro-1-[2-(diethylamino)ethyl]-6-(2-pyridyl)-4H-s-triazolo[4,3-a][1,4]benzodiazepine). As a reaction SMILES: [Cl:1][C:2]1[CH:3]=[CH:4][C:5]2[N:11]3[C:12]([CH3:15])=[N:13][N:14]=[C:10]3[CH2:9][N:8]=[C:7]([C:16]3[CH:21]=[CH:20][CH:19]=[CH:18][N:17]=3)[C:6]=2[CH:22]=1>CN(C)C=O.CCN(CN(CC)CC)CC.C(Cl)(=O)C>[Cl:1][C:2]1[CH:3]=[CH:4][C:5]2[N:11]3[C:12]([CH2:15][CH2:12][N:11]([CH2:5][CH3:4])[CH2:10][CH3:9])=[N:13][N:14]=[C:10]3[CH2:9][N:8]=[C:7]([C:16]3[CH:21]=[CH:20][CH:19]=[CH:18][N:17]=3)[C:6]=2[CH:22]=1. Reported procedure: In the manner given in Example 1, a solution of 8-chloro-1-methyl-6-(pyridyl)-4H-s-triazolo[4,3-a][1,4]benzodiazepine in dimethylformamide, N,N,N',N'-tetraethyldiaminomethane and acetylchloride (in 0.5 molar excess compared to the N,N,N',N'-tetraethyldiaminomethane) are reacted together to give 8-chloro-1-[2-(diethylamino)ethyl]-6-(2-pyridyl)-4H-s-triazolo[4,3-a][1,4]benzodiazepine. The product is FC(C(O)C1=CC=C(C=O)C=C1)(F)F (4-(2,2,2-trifluoro-1-hydroxyethyl)benzaldehyde). The solvent is O1CCCC1 (tetrahydrofuran), O1CCCC1 (tetrahydrofuran). Starting materials: C(C)OC(C1=CC=C(C=O)C=C1)OCC (4-(diethoxymethyl)benzaldehyde), solution, FC(F)(F)[Si](C)(C)C ((trifluoromethyl)trimethylsilane), [F-].C(CCC)[N+](CCCC)(CCCC)CCCC (tetrabutylammonium fluoride). RXN SMILES: C(O[CH:4]([O:13]CC)[C:5]1[CH:12]=[CH:11][C:8]([CH:9]=[O:10])=[CH:7][CH:6]=1)C.[F:16][C:17]([Si](C)(C)C)([F:19])[F:18].[F-].C([N+](CCCC)(CCCC)CCCC)CCC>O1CCCC1>[F:16][C:17]([F:19])([F:18])[CH:4]([C:5]1[CH:12]=[CH:11][C:8]([CH:9]=[O:10])=[CH:7][CH:6]=1)[OH:13] |f:2.3|. Yield: 76.5%. Procedure details: According to Reference Example 8-12, by use of 4-(diethoxymethyl)benzaldehyde (400 mg, 1.92 mmol), (trifluoromethyl)trimethylsilane (0.34 mL, 2.3 mmol), tetrabutylammonium fluoride (a 1.0 mol/L solution in tetrahydrofuran, 0.19 mL, 0.19 mmol) and tetrahydrofuran (8 mL), the mixture was stirred and reacted at room temperature for 30 minutes. Then, purification by silica gel column chromatography (chloroform/methanol=1/0 to 3/1) was performed to give 4-(2,2,2-trifluoro-1-hydroxyethyl)benzaldehyde ... Starting materials: BrCCBr, [K+], [K+], Nc1cc(Br)ccc1O, O=C([O-])[O-], CN(C)C=O, O. Product: Nc1cc(Br)ccc1OCCBr. RXN SMILES: [Br:10][CH2:11][CH2:12][Br:13].[K+:14].[K+:15].[NH2:1][c:2]1[c:3]([OH:9])[cH:4][cH:5][c:6]([Br:8])[cH:7]1.[O-:16][C:17]([O-:18])=[O:19].[O:20]=[CH:21][N:22]([CH3:23])[CH3:24].[OH2:25]>>[NH2:1][c:2]1[c:3]([O:9][CH2:12][CH2:11][Br:10])[cH:4][cH:5][c:6]([Br:8])[cH:7]1. Reactants: [Li]CCCC, C1CCOC1, CCOC(C)=O, CC(=O)O, CCCCCC, CC(C)NC(C)C, CC(C)C(C=O)NC(=O)OCc1ccccc1, O. Yields the product CCOC(=O)CC(O)C(NC(=O)OCc1ccccc1)C(C)C. As a reaction SMILES: [CH2:14]([Li:15])[CH2:16][CH2:17][CH3:18].[CH2:42]1[O:43][CH2:44][CH2:45][CH2:46]1.[CH3:19][CH2:20][O:21][C:22]([CH3:23])=[O:24].[CH3:48][C:49](=[O:50])[OH:51].[CH3:8][CH2:9][CH2:10][CH2:11][CH2:12][CH3:13].[CH:1]([NH:2][CH:3]([CH3:4])[CH3:5])([CH3:6])[CH3:7].[CH:25](=[O:26])[CH:27]([CH:28]([CH3:29])[CH3:30])[NH:31][C:32]([O:33][CH2:34][c:35]1[cH:36][cH:37][cH:38][cH:39][cH:40]1)=[O:41].[OH2:47]>>[CH3:19][CH2:20][O:21][C:22]([CH2:23][CH:25]([OH:26])[CH:27]([CH:28]([CH3:29])[CH3:30])[NH:31][C:32]([O:33][CH2:34][c:35]1[cH:36][cH:37][cH:38][cH:39][cH:40]1)=[O:41])=[O:24].